Dataset: the Open Reaction Database (ORD), a public repository of structured organic reaction records. Task: describe an organic reaction: reactants, conditions, products, and yield The reactants are CN(C)C1(c2ccccc2)CCC(=O)C(Cc2ccccc2)C1, CO, NCCc1c[nH]c2ccccc12, [Na+], [OH-], O=C(O)C(F)(F)F. As a reaction SMILES: [CH2:1]([c:2]1[cH:3][cH:4][cH:5][cH:6][cH:7]1)[CH:8]1[C:9](=[O:23])[CH2:10][CH2:11][C:12]([c:14]2[cH:15][cH:16][cH:17][cH:18][cH:19]2)([N:20]([CH3:21])[CH3:22])[CH2:13]1.[CH3:45][OH:46].[NH2:24][CH2:25][CH2:26][c:27]1[cH:28][nH:29][c:30]2[cH:31][cH:32][cH:33][cH:34][c:35]12.[Na+:44].[OH-:43].[OH:36][C:37]([C:38]([F:39])([F:40])[F:41])=[O:42]>>[CH2:1]([c:2]1[cH:3][cH:4][cH:5][cH:6][cH:7]1)[CH:8]1[C:9]2([CH2:10][CH2:11][C:12]([c:14]3[cH:15][cH:16][cH:17][cH:18][cH:19]3)([N:20]([CH3:21])[CH3:22])[CH2:13]1)[NH:24][CH2:25][CH2:26][c:27]1[c:28]2[nH:29][c:30]2[cH:31][cH:32][cH:33][cH:34][c:35]12. The product is CN(C)C1(c2ccccc2)CCC2(NCCc3c2[nH]c2ccccc32)C(Cc2ccccc2)C1. Reactants: FC1=C(C=CC(=C1)F)[C@]([C@@H](C)N1C(N(CC1)C1=CC=C(C=C1)N1N=NC=C1)=O)(CN1N=CN=C1)O (1-[(1R,2R)-2-(2,4-difluorophenyl)-2-hydroxy-1-methyl-3-(1H-1,2,4-triazol-1-yl)propyl]-3-[4-(1H-1,2,3-triazol-1-yl)phenyl]-2-imidazolidinone), C(C(C)(C)C)(=O)OCCl (chloromethyl pivalate). Solvent: C(C)(C)OC(C)C (diisopropyl ether). Run at temperature 100 celsius, time 5 hour. Yields the product [Cl-].[Cl-].FC1=C(C=CC(=C1)F)[C@@](C[NH+]1N=CN(C1)COC(C(C)(C)C)=O)([C@@H](C)N1C(N(CC1)C1=CC=C(C=C1)[NH+]1NN(C=C1)COC(C(C)(C)C)=O)=O)O (1-[(2R,3R)-2-(2,4-difluorophenyl)-2-hydroxy-3-[2-oxo-3-[4-[3-(2,2-dimethylpropanoyloxy)methyl-1(1H)-1,2,3-triazolio]phenyl]-1-imidazolidinyl]butyl]-4-[(2,2-dimethylpropanoyloxy)methyl]-1H-1,2,4-triazolium dichloride), [Cl-].FC1=C(C=CC(=C1)F)[C@@](C[NH+]1N=CN(C1)COC(C(C)(C)C)=O)([C@@H](C)N1C(N(CC1)C1=CC=C(C=C1)N1N=NC=C1)=O)O (1-[(2R,3R)-2-(2,4-difluorophenyl)-2-hydroxy-3-[2-oxo-3-[4-(1H-1,2,3-triazol-1-yl)phenyl]-1-imidazolidinyl]butyl]-4-[(2,2-dimethylpropanoyloxy)methyl]-1H-1,2,4-triazolium chloride). Reaction SMILES: [F:1][C:2]1[CH:7]=[C:6]([F:8])[CH:5]=[CH:4][C:3]=1[C@@:9]([OH:35])([CH2:29][N:30]1[CH:34]=[N:33][CH:32]=[N:31]1)[C@H:10]([N:12]1[CH2:16][CH2:15][N:14]([C:17]2[CH:22]=[CH:21][C:20]([N:23]3[CH:27]=[CH:26][N:25]=[N:24]3)=[CH:19][CH:18]=2)[C:13]1=[O:28])[CH3:11].[C:36]([O:42][CH2:43][Cl:44])(=[O:41])[C:37]([CH3:40])([CH3:39])[CH3:38]>C(OC(C)C)(C)C>[Cl-:44].[Cl-:44].[F:1][C:2]1[CH:7]=[C:6]([F:8])[CH:5]=[CH:4][C:3]=1[C@:9]([OH:35])([C@H:10]([N:12]1[CH2:16][CH2:15][N:14]([C:17]2[CH:18]=[CH:19][C:20]([NH+:23]3[CH:27]=[CH:26][N:25]([CH2:43][O:42][C:36](=[O:41])[C:37]([CH3:40])([CH3:39])[CH3:38])[NH:24]3)=[CH:21][CH:22]=2)[C:13]1=[O:28])[CH3:11])[CH2:29][NH+:30]1[CH2:34][N:33]([CH2:43][O:42][C:36](=[O:41])[C:37]([CH3:40])([CH3:39])[CH3:38])[CH:32]=[N:31]1.[Cl-:44].[F:1][C:2]1[CH:7]=[C:6]([F:8])[CH:5]=[CH:4][C:3]=1[C@:9]([OH:35])([C@H:10]([N:12]1[CH2:16][CH2:15][N:14]([C:17]2[CH:18]=[CH:19][C:20]([N:23]3[CH:27]=[CH:26][N:25]=[N:24]3)=[CH:21][CH:22]=2)[C:13]1=[O:28])[CH3:11])[CH2:29][NH+:30]1[CH2:34][N:33]([CH2:43][O:42][C:36](=[O:41])[C:37]([CH3:40])([CH3:39])[CH3:38])[CH:32]=[N:31]1 |f:3.4.5,6.7|. Reported procedure: A mixture of 1-[(1R,2R)-2-(2,4-difluorophenyl)-2-hydroxy-1-methyl-3-(1H-1,2,4-triazol-1-yl)propyl]-3-[4-(1H-1,2,3-triazol-1-yl)phenyl]-2-imidazolidinone(0.5 g) and chloromethyl pivalate (4.7 g) was stirred for 5 hours at 100° C. After having been cooled, the mixture was diluted with diisopropyl ether (10 ml), and the resulting powder was collected by filtration. The resulting powder was subjected to CHP-20P column chromatography (eluent: water→5% aqueous solution of acetonitrile→30% aqueous solu... The reactants are CSSC (dimethyl disulfide), Cl (hydrochloric acid), [S]Cl (sulfur monochloride), aqueous solution, C[S-].[Na+] (sodium methyl mercaptide), [OH-].[Na+] (sodium hydroxide), C1(=CC(=CC(=C1)C)C)O (3,5-xylenol). Run in C(OC)COC (glyme), C(OC)COC (glyme), C(OC)COC (glyme). Run at time 2 minute. The product is SC1=C(C=C(C=C1C)O)C (4-mercapto-3,5-xylenol). Isolated yield 93.0%. Reaction SMILES: [C:1]1([OH:9])[CH:6]=[C:5]([CH3:7])[CH:4]=[C:3]([CH3:8])[CH:2]=1.[S]Cl.C[S-].[Na+].[OH-].[Na+].C[S:18]SC.Cl>C(COC)OC>[SH:18][C:4]1[C:5]([CH3:7])=[CH:6][C:1]([OH:9])=[CH:2][C:3]=1[CH3:8] |f:2.3,4.5,^1:9|. Reported procedure: 61 grams (0.5 mole) of 3,5-xylenol dissolved in 250 cc glyme was added to 67 grams (0.5 mole) of sulfur monochloride dissolved in 200 cc glyme at room temperature. The temperature rose immediately to about 50° C. After 2 minutes, the reaction mixture was poured into 2400 grams of an aqueous solution of about 227 grams (3.4 moles) of sodium methyl mercaptide and 217 grams (5.4 moles) of sodium hydroxide. The mixture was then heated to its boiling point. After the glyme and dimethyl disulfide had ... Reactants: [Cl-].O[NH3+] (hydroxylammonium chloride), C(O)([O-])=O.[Na+] (sodium hydrogen carbonate), CS(=O)C (dimethyl sulfoxide), O1CCOC12CCN(CC2)C2=CC=C(C=C2)N2C(=NC(=C(C2=O)CC2=CC=C(C=C2)C=2C(=CC=CC2)C#N)CCC)CC (4′-({1-[4-(1,4-dioxa-8-azaspiro[4.5]dec-8-yl)phenyl]-2-ethyl-6-oxo-4-propyl-1,6-dihydropyrimidin-5-yl}methyl)biphenyl-2-carbonitrile). Solvent: O (water). Reaction conditions: temperature 40 celsius, time 30 minute. Product: O1CCOC12CCN(CC2)C2=CC=C(C=C2)N2C(=NC(=C(C2=O)CC2=CC=C(C=C2)C2=C(C=CC=C2)C2=NOC(N2)=O)CCC)CC (3-[4-(1,4-dioxa-8-azaspiro[4.5]dec-8-yl)phenyl]-2-ethyl-5-{[2′-(5-oxo-4,5-dihydro-1,2,4-oxadiazol-3-yl)biphenyl-4-yl]methyl}-6-propylpyrimidin-4(3H)-one). Yield: 37.1%. Reaction SMILES: [Cl-].O[NH3+:3].[C:4](=[O:7])([O-])[OH:5].[Na+].CS(C)=O.[O:13]1[C:17]2([CH2:22][CH2:21][N:20]([C:23]3[CH:28]=[CH:27][C:26]([N:29]4[C:34](=[O:35])[C:33]([CH2:36][C:37]5[CH:42]=[CH:41][C:40]([C:43]6[C:44]([C:49]#[N:50])=[CH:45][CH:46]=[CH:47][CH:48]=6)=[CH:39][CH:38]=5)=[C:32]([CH2:51][CH2:52][CH3:53])[N:31]=[C:30]4[CH2:54][CH3:55])=[CH:25][CH:24]=3)[CH2:19][CH2:18]2)[O:16][CH2:15][CH2:14]1>O>[O:13]1[C:17]2([CH2:22][CH2:21][N:20]([C:23]3[CH:24]=[CH:25][C:26]([N:29]4[C:34](=[O:35])[C:33]([CH2:36][C:37]5[CH:42]=[CH:41][C:40]([C:43]6[CH:48]=[CH:47][CH:46]=[CH:45][C:44]=6[C:49]6[NH:3][C:4](=[O:7])[O:5][N:50]=6)=[CH:39][CH:38]=5)=[C:32]([CH2:51][CH2:52][CH3:53])[N:31]=[C:30]4[CH2:54][CH3:55])=[CH:27][CH:28]=3)[CH2:19][CH2:18]2)[O:16][CH2:15][CH2:14]1 |f:0.1,2.3|. Procedure: A mixture of hydroxylammonium chloride (2.6 g), sodium hydrogen carbonate (3.2 g) and dimethyl sulfoxide (20 mL) was stirred at 40° C. for 30 min, 4′-({1-[4-(1,4-dioxa-8-azaspiro[4.5]dec-8-yl)phenyl]-2-ethyl-6-oxo-4-propyl-1,6-dihydropyrimidin-5-yl}methyl)biphenyl-2-carbonitrile (1.1 g) was added, and the mixture was stirred at 90° C. for 24 hr. The mixture was allowed to cool to room temperature, water was added to the reaction mixture, and the precipitated solid was collected by filtration. Th... Starting materials: CS(C)=O, O=Cc1cccc2cncn12, [Na+], O, O=S(=O)(O)O, O=C([O-])CCCC[PH](c1ccccc1)(c1ccccc1)c1ccccc1. The product is O=C(O)CCCC=Cc1cccc2cncn12. RXN SMILES: [CH3:45][S:46]([CH3:47])=[O:48].[CH:1](=[O:2])[c:3]1[cH:4][cH:5][cH:6][c:7]2[n:8]1[cH:9][n:10][cH:11]2.[Na+:38].[OH2:39].[S:40](=[O:41])(=[O:42])([OH:43])[OH:44].[c:12]1([PH:13]([c:14]2[cH:15][cH:16][cH:17][cH:18][cH:26]2)([CH2:19][CH2:20][CH2:21][CH2:22][C:23](=[O:24])[O-:25])[c:27]2[cH:28][cH:29][cH:30][cH:31][cH:32]2)[cH:33][cH:34][cH:35][cH:36][cH:37]1>>[CH:1]([c:3]1[cH:4][cH:5][cH:6][c:7]2[n:8]1[cH:9][n:10][cH:11]2)=[CH:19][CH2:20][CH2:21][CH2:22][C:23](=[O:24])[OH:25]. The reactants are O=C([O-])[O-], O=C(O)CCc1cn(Cc2ccc(OCc3ccccc3)cc2)nc1-c1ccccc1, CN(C)C=O, CI, [K+], [K+], O. Reaction SMILES: [C:34](=[O:35])([O-:36])[O-:37].[CH2:1]([c:2]1[cH:3][cH:4][cH:5][cH:6][cH:7]1)[O:8][c:9]1[cH:10][cH:11][c:12]([CH2:13][n:14]2[n:15][c:16](-[c:24]3[cH:25][cH:26][cH:27][cH:28][cH:29]3)[c:17]([CH2:19][CH2:20][C:21](=[O:22])[OH:23])[cH:18]2)[cH:30][cH:31]1.[CH3:40][N:41]([CH3:42])[CH:43]=[O:44].[I:32][CH3:33].[K+:38].[K+:39].[OH2:45]>>[CH2:1]([c:2]1[cH:3][cH:4][cH:5][cH:6][cH:7]1)[O:8][c:9]1[cH:10][cH:11][c:12]([CH2:13][n:14]2[n:15][c:16](-[c:24]3[cH:25][cH:26][cH:27][cH:28][cH:29]3)[c:17]([CH2:19][CH2:20][C:21](=[O:22])[O:23][CH3:34])[cH:18]2)[cH:30][cH:31]1. Product: COC(=O)CCc1cn(Cc2ccc(OCc3ccccc3)cc2)nc1-c1ccccc1. The reactants are NC1=C(C(=O)O)C=CC=C1Br (2-amino-3-bromo benzoic acid), C(C)(=O)OC(C)=O (acetic acid anhydride). Reaction conditions: temperature 110 celsius, time 3 hour. Yields the product CC1=NC2=C(C(O1)=O)C=CC=C2Br (2-methyl-8-bromo-3,1-benzoxazin-4-one). Isolated yield 79.6%. RXN SMILES: [NH2:1][C:2]1[C:10]([Br:11])=[CH:9][CH:8]=[CH:7][C:3]=1[C:4]([OH:6])=[O:5].[C:12](OC(=O)C)(=O)[CH3:13]>>[CH3:12][C:13]1[O:5][C:4](=[O:6])[C:3]2[CH:7]=[CH:8][CH:9]=[C:10]([Br:11])[C:2]=2[N:1]=1. Procedure: Part A: A mixture of 19.2 g (89 mmol) of 2-amino-3-bromo benzoic acid (Beistein vol 14,369,vol IV,pg 1080) and 75 ml (0.79 mol) of acetic acid anhydride was heated to 110° C. under nitrogen with stirring for 3 hours. After cooling the mixture was concentrated in vacuo and co-evaporated twice with toluene. The product was purified over silicagel using CH2Cl2 as the eluent. A total of 17.0 g of 2-methyl-8-bromo-3,1-benzoxazin-4-one was obtained (80% yield).